Dataset: the Open Reaction Database (ORD), a public repository of structured organic reaction records. Task: describe an organic reaction: reactants, conditions, products, and yield The reactants are CN(C=O)C (N,N-dimethylformamide), CS(=O)(=O)OCCC(=C(F)F)C (4,4-difluoro-3-methyl-3-butenyl methanesulfonate), S1C2=C(C=C1C(=O)O)C=CC=C2 (benzo[b]thiophene-2-carboxylicacid), C(O)([O-])=O.[Na+] (sodium hydrogencarbonate). Run in O (water). Conditions: temperature 100 celsius, time 2 hour. The product is S1C2=C(C=C1C(=O)OCCC(=C(F)F)C)C=CC=C2 (4,4-difluoro-3-methyl-3-butenyl benzo[b]thiophene-2-carboxylate). The yield is 94.5%. RXN SMILES: CN(C)C=O.CS([O:10][CH2:11][CH2:12][C:13]([CH3:17])=[C:14]([F:16])[F:15])(=O)=O.[S:18]1[C:22]([C:23](O)=[O:24])=[CH:21][C:20]2[CH:26]=[CH:27][CH:28]=[CH:29][C:19]1=2.C(=O)([O-])O.[Na+]>O>[S:18]1[C:22]([C:23]([O:10][CH2:11][CH2:12][C:13]([CH3:17])=[C:14]([F:15])[F:16])=[O:24])=[CH:21][C:20]2[CH:26]=[CH:27][CH:28]=[CH:29][C:19]1=2 |f:3.4|. Reported procedure: To 5 ml of N,N-dimethylformamide were dissolved 0.40 g (1.8 mmol) of 4,4-difluoro-3-methyl-3-butenyl methanesulfonate and 0.33 g (1.9 mmol) of benzo[b]thiophene-2-carboxylicacid, followed by the addition of 0.46 g (5.5 mmol) of sodium hydrogencarbonate and stirring at 100° C. for 2 hours. The reaction liquid was then poured in water and extracted with diethyl ether. The organic layer was washed with water and a saturated saline solution in this order, followed by drying over anhydrous magnesium ... Reaction SMILES: [C:1]([C:3]1[CH:4]=[C:5]([CH:10]=[CH:11][CH:12]=1)[C:6](=O)[CH2:7]Cl)#[N:2].[C:13]([NH:16][C:17]([NH2:19])=[S:18])(=[NH:15])[NH2:14]>CCO>[NH:16]([C:17]1[S:18][CH:7]=[C:6]([C:5]2[CH:4]=[C:3]([CH:12]=[CH:11][CH:10]=2)[C:1]#[N:2])[N:19]=1)[C:13]([NH2:15])=[NH:14]. The product is N(C(=N)N)C=1SC=C(N1)C=1C=C(C#N)C=CC1 (3-[2-guanidinothiazol-4-yl]benzonitrile). Solvent: CCO (EtOH). The reactants are C(#N)C=1C=C(C(CCl)=O)C=CC1 (3-cyanophenacyl chloride), C(N)(=N)NC(=S)N (amidinothiourea). Procedure: A mixture of 3-cyanophenacyl chloride (1.78 g.) and amidinothiourea (1.2 g.) in EtOH (40 ml.) was heated under reflux for 1 hour. The solid precipitate was filtered off, dissolved in hot water (100 ml.) and the solution basified with sodium bicarbonate. The precipitated solid was filtered off and dried to give 3-[2-guanidinothiazol-4-yl]benzonitrile which was used without further purification. Reactants: NN1C(C2=CC=CC=C2C(=N1)N1CCOCC1)=O (2-amino-4-morpholinophthalazin-1(2H)-one), FC=1C=C(C=C(C1)F)CC(=O)O (2-(3,5-difluorophenyl)acetic acid). Yields the product FC=1C=C(C=C(C1)F)CC(=O)NN1C(C2=CC=CC=C2C(=N1)N1CCOCC1)=O (2-(3,5-difluorophenyl)-N-[4-(morpholin-4-yl)-1-oxophthalazin-2(1H)-yl]acetamide). As a reaction SMILES: [NH2:1][N:2]1[N:11]=[C:10]([N:12]2[CH2:17][CH2:16][O:15][CH2:14][CH2:13]2)[C:9]2[C:4](=[CH:5][CH:6]=[CH:7][CH:8]=2)[C:3]1=[O:18].[F:19][C:20]1[CH:21]=[C:22]([CH2:27][C:28](O)=[O:29])[CH:23]=[C:24]([F:26])[CH:25]=1>>[F:19][C:20]1[CH:21]=[C:22]([CH2:27][C:28]([NH:1][N:2]2[N:11]=[C:10]([N:12]3[CH2:17][CH2:16][O:15][CH2:14][CH2:13]3)[C:9]3[C:4](=[CH:5][CH:6]=[CH:7][CH:8]=3)[C:3]2=[O:18])=[O:29])[CH:23]=[C:24]([F:26])[CH:25]=1. Procedure: The product of Example 1B and 2-(3,5-difluorophenyl)acetic acid were treated using a method similar to that described in Example 10C to give the title compound. 1H NMR (400 MHz, DMSO-d6) δ ppm 11.55 (s, 1H), 8.31 (dd, J=7.9, 1.3 Hz, 1H), 8.02 (d, J=1.3 Hz, 1H), 7.96-8.01 (m, 1H), 7.88-7.92 (m, 1H), 7.09-7.21 (m, 3H), 3.80-3.83 (m, 4H), 3.73 (s, 2H), 3.08-3.10 (m, 4H); MS (APCI+) M/Z 401 (M+H)+.